describe an organic reaction: reactants, conditions, products, and yield From a dataset of the Open Reaction Database (ORD), a public repository of structured organic reaction records. Reactants: FC(CO)(C(F)F)F (2,2,3,3-tetrafluoropropanol), S(=O)(=O)(C1=CC=C(C)C=C1)Cl (tosyl chloride), [OH-].[Na+] (Sodium hydroxide). Solvent: O (water), O (water). Run at temperature 50 celsius. Yields the product FC(COS(=O)(=O)C1=CC=C(C=C1)C)(C(F)F)F (2,2,3,3-tetrafluoropropyl-p-toluenesulfonate). The yield is 79.0%. RXN SMILES: [F:1][C:2]([F:8])([CH:5]([F:7])[F:6])[CH2:3][OH:4].[S:9](Cl)([C:12]1[CH:18]=[CH:17][C:15]([CH3:16])=[CH:14][CH:13]=1)(=[O:11])=[O:10].[OH-].[Na+]>O>[F:1][C:2]([F:8])([CH:5]([F:7])[F:6])[CH2:3][O:4][S:9]([C:12]1[CH:18]=[CH:17][C:15]([CH3:16])=[CH:14][CH:13]=1)(=[O:11])=[O:10] |f:2.3|. Procedure details: 406 grams of (3.08 mo) 2,2,3,3-tetrafluoropropanol, 613 gm (3.22 mol) tosyl chloride, and 1200 ml water were heated to 50° C. with mechanical stirring. Sodium hydroxide (139.7 gm, 3.5 ml) in 560 ml water was added at a rate such that the temperature remained less than 65° C. After the addition was completed, the mixture was stirred at 50° C. until the pH of the aqueous phase was 6. The mixture was cooled and extracted with 1.5 liters methylene chloride. The organic layer was washed twice with 20... The product is Cc1nsc(NC(=O)N2CCN(c3nc(-c4ccccc4)ns3)CC2)n1. Reactants: Cc1nsc(NC(=O)OCC(Cl)(Cl)Cl)n1, CS(C)=O, CCN(C(C)C)C(C)C, O, c1ccc(-c2nsc(N3CCNCC3)n2)cc1. Reaction SMILES: [CH3:1][c:2]1[n:3][s:4][c:5]([NH:7][C:8]([O:9][CH2:10][C:11]([Cl:12])([Cl:13])[Cl:14])=[O:15])[n:6]1.[CH3:43][S:44]([CH3:45])=[O:46].[CH:33]([N:34]([CH:35]([CH3:36])[CH3:37])[CH2:38][CH3:39])([CH3:40])[CH3:41].[OH2:42].[c:16]1(-[c:22]2[n:23][s:24][c:25]([N:27]3[CH2:28][CH2:29][NH:30][CH2:31][CH2:32]3)[n:26]2)[cH:17][cH:18][cH:19][cH:20][cH:21]1>>[CH3:1][c:2]1[n:3][s:4][c:5]([NH:7][C:8](=[O:15])[N:30]2[CH2:29][CH2:28][N:27]([c:25]3[s:24][n:23][c:22](-[c:16]4[cH:17][cH:18][cH:19][cH:20][cH:21]4)[n:26]3)[CH2:32][CH2:31]2)[n:6]1. Reactants: C(C1=CC=CC=C1)C1CCN(CC1)CCS(=O)(=O)C1=CC=C(C=C1)O (4[-2-(4-benzyl-piperidine-1-yl)-ethanesulfonyl]-phenol), Cl (HCl), product, C(C)OCC (diethyl ether). The solvent is CCO (EtOH). Reaction conditions: temperature 2.5 celsius, time 10 minute. Yields the product Cl.C(C1=CC=CC=C1)C1CCN(CC1)CCS(=O)(=O)C1=CC=C(C=C1)O (4[-2-(4-Benzyl-piperidine-1-yl)-ethanesulfonyl]-phenol hydrochloride). Reaction SMILES: [CH2:1]([CH:8]1[CH2:13][CH2:12][N:11]([CH2:14][CH2:15][S:16]([C:19]2[CH:24]=[CH:23][C:22]([OH:25])=[CH:21][CH:20]=2)(=[O:18])=[O:17])[CH2:10][CH2:9]1)[C:2]1[CH:7]=[CH:6][CH:5]=[CH:4][CH:3]=1.[ClH:26].C(OCC)C>CCO>[ClH:26].[CH2:1]([CH:8]1[CH2:13][CH2:12][N:11]([CH2:14][CH2:15][S:16]([C:19]2[CH:24]=[CH:23][C:22]([OH:25])=[CH:21][CH:20]=2)(=[O:18])=[O:17])[CH2:10][CH2:9]1)[C:2]1[CH:3]=[CH:4][CH:5]=[CH:6][CH:7]=1 |f:4.5|. Reported procedure: To a solution of 1.15 g 4[-2-(4-benzyl-piperidine-1-yl)-ethanesulfonyl]-phenol (3.2 mmol) in EtOH (5 ml) was added ethanolic HCl (2.6 ml, 1.46 M, 3.8 mmol). The reaction mixture was cooled to 0-5° C. and stirred for 10 min. Then diethyl ether was added until the product precipitated. After filtration 1.14 g of the product (2.9 mmol, 91%) as a white solid was obtained. The reactants are CC(C)=O, CC1(CCC=Cc2ccc3c(c2)C=CC(=CCl)CO3)OCCO1, ClCCl, Cc1ccc(S(=O)(=O)O)cc1. The product is CC(=O)CCC=Cc1ccc2c(c1)C=CC(=CCl)CO2. RXN SMILES: [CH3:24][C:25](=[O:26])[CH3:27].[Cl:1][CH:2]=[C:3]1[CH2:4][O:5][c:6]2[c:7]([cH:10][c:11]([CH:14]=[CH:15][CH2:16][CH2:17][C:18]3([CH3:23])[O:19][CH2:22][CH2:21][O:20]3)[cH:12][cH:13]2)[CH:8]=[CH:9]1.[Cl:39][CH2:40][Cl:41].[c:28]1([CH3:29])[cH:30][cH:31][c:32]([S:33]([OH:34])(=[O:35])=[O:36])[cH:37][cH:38]1>>[Cl:1][CH:2]=[C:3]1[CH2:4][O:5][c:6]2[c:7]([cH:10][c:11]([CH:14]=[CH:15][CH2:16][CH2:17][C:18](=[O:19])[CH3:23])[cH:12][cH:13]2)[CH:8]=[CH:9]1. RXN SMILES: CN(C)[CH:3]=[O:4].P(Cl)(Cl)(Cl)=O.[CH3:11][N:12]1[CH2:33][CH2:32][N:15]2[C:16]3[CH:31]=[CH:30][CH:29]=[CH:28][C:17]=3[CH2:18][N:19]3[C:27]4[CH:26]=[CH:25][CH:24]=[CH:23][C:22]=4[CH:21]=[C:20]3[CH:14]2[CH2:13]1>C(Cl)Cl>[CH3:11][N:12]1[CH2:33][CH2:32][N:15]2[C:16]3[CH:31]=[CH:30][CH:29]=[CH:28][C:17]=3[CH2:18][N:19]3[C:27]4[CH:26]=[CH:25][CH:24]=[CH:23][C:22]=4[C:21]([CH:3]=[O:4])=[C:20]3[CH:14]2[CH2:13]1. Reaction conditions: time 30 minute. Yields the product CN1CC2N(C3=C(CN4C2=C(C=2C=CC=CC24)C=O)C=CC=C3)CC1 (1,3,4,16b-tetrahydro-2-methyl-2H,10H-indolo[2,1-c]pyrazino[1,2-a][1,4]benzodiazepine-16-carboxaldehyde). The reactants are CN(C=O)C (dimethylformamide), P(=O)(Cl)(Cl)Cl (phosphorous oxychloride), CN1CC2N(C3=C(CN4C2=CC=2C=CC=CC24)C=CC=C3)CC1 (1,3,4,16b-tetrahydro-2-methyl-2H,10H-indolo[2,1-c]pyrazino[1,2-a][1,4]-benzodiazepine). Run in C(Cl)Cl (methylene chloride), C(Cl)Cl (methylene chloride). Reported procedure: To the reagent made from 0.56 ml of dimethylformamide in 5 ml methylene chloride and 1.03 g of phosphorous oxychloride is added a solution of 1.88 g of 1,3,4,16b-tetrahydro-2-methyl-2H,10H-indolo[2,1-c]pyrazino[1,2-a][1,4]-benzodiazepine in 5 ml methylene chloride in a dropwise manner maintaining the temperature of the reaction below 10°. The reaction is allowed to stir at room temperature for 30 minutes. The reaction mixture is quenched with 10 ml of a saturated solution of sodium acetate and h... The reactants are CO, ClCCl, [H][H], [NH4+], [OH-], N#CCCn1cncn1. Yields the product NCCCn1cncn1. As a reaction SMILES: [CH3:14][OH:15].[Cl:16][CH2:17][Cl:18].[H:12][H:13].[NH4+:11].[OH-:10].[n:1]1([CH2:6][CH2:7][C:8]#[N:9])[n:2][cH:3][n:4][cH:5]1>>[n:1]1([CH2:6][CH2:7][CH2:8][NH2:9])[n:2][cH:3][n:4][cH:5]1. Starting materials: CN(C)C=C1CN(CCC1=O)C1=CC(=NC=C1)C(=O)NC1=CC(=CC=C1)C(F)(F)F (4-[3-(dimethylamino)methylidene-4-oxopiperidin-1-yl]-N-[3-(trifluoromethyl)phenyl]pyridine-2-carboxamide), C(O)(O)=O.NC(=N)N (guanidine carbonate), O.O.O.C(C)(=O)[O-].[Na+] (sodium acetate trihydrate). Run in CCO (EtOH). Reaction conditions: temperature 80 celsius, time 23 hour. Procedure: A solution of 4-[3-(dimethylamino)methylidene-4-oxopiperidin-1-yl]-N-[3-(trifluoromethyl)phenyl]pyridine-2-carboxamide (417 mg, 0.997 mmol) in EtOH (10 ml) was treated with guanidine carbonate (719 mg, 3.99 mmol), followed by adding sodium acetate trihydrate (1.09 g, 7.98 mmol). The reaction mixture was stirred at 80° C. for 23 hours and concentrated. The residue was partitioned between EtOAc and water resulting in the formation of a yellow, amorphous solid. The solid was collected, washed with ... RXN SMILES: CN([CH:4]=[C:5]1[C:10](=O)[CH2:9][CH2:8][N:7]([C:12]2[CH:17]=[CH:16][N:15]=[C:14]([C:18]([NH:20][C:21]3[CH:26]=[CH:25][CH:24]=[C:23]([C:27]([F:30])([F:29])[F:28])[CH:22]=3)=[O:19])[CH:13]=2)[CH2:6]1)C.C(=O)(O)O.[NH2:35][C:36]([NH2:38])=[NH:37].O.O.O.C([O-])(=O)C.[Na+]>CCO>[NH2:37][C:36]1[N:38]=[CH:4][C:5]2[CH2:6][N:7]([C:12]3[CH:17]=[CH:16][N:15]=[C:14]([C:18]([NH:20][C:21]4[CH:26]=[CH:25][CH:24]=[C:23]([C:27]([F:30])([F:28])[F:29])[CH:22]=4)=[O:19])[CH:13]=3)[CH2:8][CH2:9][C:10]=2[N:35]=1 |f:1.2,3.4.5.6.7|. Isolated yield 14.3%. Yields the product NC=1N=CC2=C(N1)CCN(C2)C2=CC(=NC=C2)C(=O)NC2=CC(=CC=C2)C(F)(F)F (4-(2-Amino-5,6,7,8-tetrahydropyrido[4,3-d]pyrimidin-6-yl)-N-[3-(trifluoromethyl)phenyl]pyridine-2-carboxamide).